This data is from the Open Reaction Database (ORD), a public repository of structured organic reaction records. The task is: describe an organic reaction: reactants, conditions, products, and yield Run in O (water). Starting materials: C(C1=CC=CC=C1)N1C(=NC=C1CO)S (1-Benzyl-2-mercapto-5-hydroxymethyl-imidazole), [N+](=O)(O)[O-] (nitric acid), [OH-].[Na+] (sodium hydroxide). Product: C(C1=CC=CC=C1)N1C=NC=C1CO (1-Benzyl-5-hydroxymethyl-imidazole). Reported procedure: 1-Benzyl-2-mercapto-5-hydroxymethyl-imidazole (7.5 g) is added in small portions to a mixture of water (18 ml) and concentrated nitric acid (7.5 g) at 35° C. The mixture is stirred for 3 hours and the pH of the reaction mixture adjusted to 9-10 with sodium hydroxide. 1-Benzyl-5-hydroxymethyl-imidazole is obtained, 3.8 g (60%), m.p. 131°-135° C. RXN SMILES: [CH2:1]([N:8]1[C:12]([CH2:13][OH:14])=[CH:11][N:10]=[C:9]1S)[C:2]1[CH:7]=[CH:6][CH:5]=[CH:4][CH:3]=1.[N+]([O-])(O)=O.[OH-].[Na+]>O>[CH2:1]([N:8]1[C:12]([CH2:13][OH:14])=[CH:11][N:10]=[CH:9]1)[C:2]1[CH:3]=[CH:4][CH:5]=[CH:6][CH:7]=1 |f:2.3|. Conditions: time 3 hour. Yields the product C12(CC1)CCOC1=CC=CC(=C12)OC1=NC=C(C=N1)NC([C@@](N)(CC)C)=O (N1-[2-(2,3-dihydrospiro[chromene-4,1′-cyclopropan]-5-yloxy)-5-pyrimidinyl]-D-isovalinamide). Run at time 2 hour. Reaction SMILES: CC([N:5]([C@:9]([C:13]([NH:15][C:16]1[CH:17]=[N:18][C:19]([O:22][C:23]2[CH:28]=[CH:27][CH:26]=[C:25]3[O:29][CH2:30][CH2:31][C:32]4([CH2:34][CH2:33]4)[C:24]=23)=[N:20][CH:21]=1)=[O:14])([CH3:12])[CH2:10][CH3:11])C(=O)[O-])(C)C.C(O)(C(F)(F)F)=O>ClCCl>[C:32]12([C:24]3[C:25](=[CH:26][CH:27]=[CH:28][C:23]=3[O:22][C:19]3[N:20]=[CH:21][C:16]([NH:15][C:13](=[O:14])[C@:9]([CH3:12])([CH2:10][CH3:11])[NH2:5])=[CH:17][N:18]=3)[O:29][CH2:30][CH2:31]1)[CH2:33][CH2:34]2. Reactants: CC(C)(C)N(C([O-])=O)[C@@](CC)(C)C(=O)NC=1C=NC(=NC1)OC1=C2C(=CC=C1)OCCC21CC1 (1,1-dimethylethyl[(1R)-1-({[2-(2,3-dihydrospiro[chromene-4,1′-cyclopropan]-5-yloxy)-5-pyrimidinyl]amino}carbonyl)-1-methylpropyl]carbamate), CC(C)(C)N(C([O-])=O)[C@@](CC)(C)C(=O)NC=1C=NC(=NC1)OC1=C2C(=CC=C1)OCCC21CC1 (1,1-dimethylethyl[(1R)-1-({[2-(2,3-dihydrospiro[chromene-4,1′-cyclopropan]-5-yloxy)-5-pyrimidinyl]amino}carbonyl)-1-methylpropyl]carbamate), C(=O)(C(F)(F)F)O (TFA). Reported procedure: To a solution of 1,1-dimethylethyl[(1R)-1-({[2-(2,3-dihydrospiro[chromene-4,1′-cyclopropan]-5-yloxy)-5-pyrimidinyl]amino}carbonyl)-1-methylpropyl]carbamate (Intermediate 224, 5 mg, 10.67 μmol) in dry Dichloromethane (1 mL) cooled to 0° C. TFA (0.822 μL, 10.67 μmol) was added dropwise. The reaction mixture was stirred for 2 hours at the same temperature. The reaction was allowed to reach room temperature then the volatiles were evaporated. The residue was diluted with DCM (2 mL), and washed with ... Isolated yield 101.8%. Run in ClCCl (Dichloromethane). Reactants: COC1=CC=C(C=C1)C1=CC2=C(S1)C=CC=C2 (2-(4-methoxyphenyl)-benzo[b]thiophene), Cl.N1(CCCC1)CCOC1=CC=C(C(=O)O)C=C1 (4-[2-(1-pyrrolidinyl)ethoxy]benzoic acid hydrochloride), CO (MeOH). Run in C(Cl)Cl (CH2Cl2). Yields the product C(C(=O)O)(=O)O.N1(CCCC1)CCOC1=CC=C(CC=2C3=C(SC2C2=CC=C(C=C2)OC[C@H]2NC(CC2)=O)C=CC=C3)C=C1 ((S)-3-[4-[2-(1-Pyrrolidinyl)ethoxy]benzyl]-2-[4-(5-oxopyrrolidin-2-ylmethoxy)phenyl]benzo[b]thiophene Oxalate). Isolated yield 59.0%. Reaction SMILES: [CH3:1][O:2][C:3]1[CH:8]=[CH:7][C:6]([C:9]2[S:13][C:12]3[CH:14]=[CH:15][CH:16]=[CH:17][C:11]=3[CH:10]=2)=[CH:5][CH:4]=1.Cl.[N:19]1([CH2:24][CH2:25][O:26][C:27]2[CH:35]=[CH:34][C:30]([C:31]([OH:33])=[O:32])=[CH:29][CH:28]=2)[CH2:23][CH2:22][CH2:21][CH2:20]1.[CH3:36][OH:37]>C(Cl)Cl>[C:31]([OH:33])(=[O:32])[C:36]([OH:2])=[O:37].[N:19]1([CH2:24][CH2:25][O:26][C:27]2[CH:35]=[CH:34][C:30]([CH2:31][C:10]3[C:11]4[CH:17]=[CH:16][CH:15]=[CH:14][C:12]=4[S:13][C:9]=3[C:6]3[CH:7]=[CH:8][C:3]([O:2][CH2:1][C@@H:20]4[CH2:21][CH2:22][C:36](=[O:37])[NH:19]4)=[CH:4][CH:5]=3)=[CH:29][CH:28]=2)[CH2:23][CH2:22][CH2:21][CH2:20]1 |f:1.2,5.6|. Procedure: By essentially following the procedure detailed in Example 1, Part D, but using thionyl chloride in refluxing dichloromethane to form the benzoyl choride, the title compound was prepared from 2-(4-methoxyphenyl)-benzo[b]thiophene and 4-[2-(1-pyrrolidinyl)ethoxy]benzoic acid hydrochloride in 59% yield as an oil following radial chromatography (SiO2; gradient of 2-5% MeOH in CH2Cl2). Starting materials: C1(=CC=CC=C1)NC(=O)C1(CC1)C(=O)O (1-(Phenylcarbamoyl)cyclopropanecarboxylic acid), COC1=CC=C(N)C=C1 (4-methoxyaniline). Yields the product COC1=C(C=CC=C1)NC(=O)C1(CC1)C(=O)O (1-(2-Methoxyphenylcarbamoyl)cyclopropanecarboxylic acid). Yield: 68.0%. RXN SMILES: [C:1]1([NH:7][C:8]([C:10]2([C:13]([OH:15])=[O:14])[CH2:12][CH2:11]2)=[O:9])[CH:6]=[CH:5][CH:4]=[CH:3][CH:2]=1.[CH3:16][O:17]C1C=CC(N)=CC=1>>[CH3:16][O:17][C:6]1[CH:5]=[CH:4][CH:3]=[CH:2][C:1]=1[NH:7][C:8]([C:10]1([C:13]([OH:15])=[O:14])[CH2:11][CH2:12]1)=[O:9]. Procedure details: Following the procedure described above for compound 161 (scheme 45), but replacing aniline for 4-methoxyaniline, title compound 175 was obtained in 68% yield. M/S (m/z): 236.0 (M+H). Reactants: CCO, Cl, C(#CCCC1CCCCC1)CCc1cn(C(c2ccccc2)(c2ccccc2)c2ccccc2)cn1. The product is C(#CCCC1CCCCC1)CCc1c[nH]cn1. Reaction SMILES: [CH3:38][CH2:39][OH:40].[ClH:37].[c:1]1([C:2]([c:3]2[cH:4][cH:5][cH:6][cH:7][cH:25]2)([n:8]2[cH:9][n:10][c:11]([CH2:13][CH2:14][C:15]#[C:16][CH2:17][CH2:18][CH:19]3[CH2:20][CH2:21][CH2:22][CH2:23][CH2:24]3)[cH:12]2)[c:26]2[cH:27][cH:28][cH:29][cH:30][cH:31]2)[cH:32][cH:33][cH:34][cH:35][cH:36]1>>[nH:8]1[cH:9][n:10][c:11]([CH2:13][CH2:14][C:15]#[C:16][CH2:17][CH2:18][CH:19]2[CH2:20][CH2:21][CH2:22][CH2:23][CH2:24]2)[cH:12]1. As a reaction SMILES: [CH2:21]1[O:22][CH2:23][CH2:24][CH2:25]1.[F:1][C:2]([C:3](=[O:4])[NH:5][CH:6]1[CH2:7][CH2:8][c:9]2[cH:10][cH:11][c:12]([C:15](=[O:16])[O:17][CH3:18])[cH:13][c:14]21)([F:19])[F:20]>>[F:1][C:2]([CH2:3][NH:5][CH:6]1[CH2:7][CH2:8][c:9]2[cH:10][cH:11][c:12]([C:15](=[O:16])[O:17][CH3:18])[cH:13][c:14]21)([F:19])[F:20]. The reactants are C1CCOC1, COC(=O)c1ccc2c(c1)C(NC(=O)C(F)(F)F)CC2. The product is COC(=O)c1ccc2c(c1)C(NCC(F)(F)F)CC2.